Task: describe an organic reaction: reactants, conditions, products, and yield. Dataset: the Open Reaction Database (ORD), a public repository of structured organic reaction records The reactants are O=c1ccccn1C(=S)n1ccccc1=O, Nc1ncc(Cl)cc1Cl, ClCCl. The product is S=C=Nc1ncc(Cl)cc1Cl. RXN SMILES: [C:10](=[S:11])([n:12]1[cH:13][cH:14][cH:15][cH:16][c:17]1=[O:18])[n:19]1[cH:20][cH:21][cH:22][cH:23][c:24]1=[O:25].[Cl:1][c:2]1[c:3]([NH2:9])[n:4][cH:5][c:6]([Cl:8])[cH:7]1.[Cl:26][CH2:27][Cl:28]>>[Cl:1][c:2]1[c:3]([N:9]=[C:10]=[S:11])[n:4][cH:5][c:6]([Cl:8])[cH:7]1. The reactants are C1(=CC=CC=C1)[Mg]Br (PhMgBr), enone, C(=O)(OC)CC1(CCC=CC1=O)CC (6-Carbomethoxymethyl-6-ethyl-2-cyclohexen-1-one), CuBr, S(C)C (Me2S), S(C)C (Me2S). The solvent is C1CCOC1 (THF), C1CCOC1 (THF). Yields the product C(=O)(OC)CC1(C(CC(CC1)C1=CC=CC=C1)=O)CC (2-Carbomethoxymethyl-2-ethyl-5-phenylcyclohexanone). Isolated yield 71.0%. As a reaction SMILES: [C:1]([CH2:5][C:6]1([CH2:13][CH3:14])[C:11](=[O:12])[CH:10]=[CH:9][CH2:8][CH2:7]1)([O:3][CH3:4])=[O:2].S(C)C.[C:18]1([Mg]Br)[CH:23]=[CH:22][CH:21]=[CH:20][CH:19]=1>C1COCC1>[C:1]([CH2:5][C:6]1([CH2:13][CH3:14])[CH2:7][CH2:8][CH:9]([C:18]2[CH:23]=[CH:22][CH:21]=[CH:20][CH:19]=2)[CH2:10][C:11]1=[O:12])([O:3][CH3:4])=[O:2]. Procedure: The enone, 6-carbomethoxymethyl-6-ethyl-2-cyclohexen-1-one (X) prepared by the process of Example 1, Step (c) (61.1 mmol, 12.0 g), CuBr.Me2S (6.11 mmol, 1.256 g) and Me2S (12.3 ml) were stirred in 85 ml of dry THF at -40° C. under nitrogen and treated with 61.1 mmol (20.4 ml of 3M in THF), of PhMgBr added dropwise over 30 minutes. The reaction was then quenched with 250 ml of 1M HCl (aq.) and extracted with 4×100 ml of petroleum ether. Drying (Na2SO4) and flash chromatography afforded 11.87 g (4... Reactants: BrCc1ccccc1, CN(C)[S+](N(C)C)N(C)C, CC#N, FC(F)(F)[S-], O. Product: FC(F)(F)SCc1ccccc1. As a reaction SMILES: [Br:1][CH2:2][c:3]1[cH:4][cH:5][cH:6][cH:7][cH:8]1.[CH3:14][N:15]([S+:16]([N:17]([CH3:18])[CH3:19])[N:20]([CH3:21])[CH3:22])[CH3:23].[CH3:25][C:26]#[N:27].[F:9][C:10]([S-:11])([F:12])[F:13].[OH2:24]>>[CH2:2]([c:3]1[cH:4][cH:5][cH:6][cH:7][cH:8]1)[S:11][C:10]([F:9])([F:12])[F:13]. Starting materials: C1CNCCN1, ClCCl, Clc1ccc(Cl)nc1. Yields the product Clc1ccc(N2CCNCC2)nc1. Reaction SMILES: [CH2:9]1[CH2:10][NH:11][CH2:12][CH2:13][NH:14]1.[Cl:15][CH2:16][Cl:17].[Cl:1][c:2]1[n:3][cH:4][c:5]([Cl:8])[cH:6][cH:7]1>>[c:2]1([N:11]2[CH2:10][CH2:9][NH:14][CH2:13][CH2:12]2)[n:3][cH:4][c:5]([Cl:8])[cH:6][cH:7]1. Reactants: ClC=1C=C(C2=C(N1)N(N=C2C)C2CC2)C(=O)OC (methyl 6-chloro-1-cyclopropyl-3-methyl-1H-pyrazolo[3,4-b]pyridine-4-carboxylate), [OH-].[Na+] (sodium hydroxide). Reported procedure: To a solution of methyl 6-chloro-1-cyclopropyl-3-methyl-1H-pyrazolo[3,4-b]pyridine-4-carboxylate (370 mg, 1.393 mmol) in ethanol (30 mL) was added 1N sodium hydroxide (1.393 mL, 1.393 mmol) and heated at reflux for 2 hours. The solvent was removed in vacuo, the residue dissolved in 20 mL of water, and acidified with acetic acid. The contents were extracted with EtOAc (4×30 mL). The combined organic layers were washed with water, brine, dried over MgSO4, filtered and concentrated in vacuo. The pr... As a reaction SMILES: [Cl:1][C:2]1[CH:3]=[C:4]([C:15]([O:17]C)=[O:16])[C:5]2[C:10]([CH3:11])=[N:9][N:8]([CH:12]3[CH2:14][CH2:13]3)[C:6]=2[N:7]=1.[OH-].[Na+]>C(O)C>[Cl:1][C:2]1[CH:3]=[C:4]([C:15]([OH:17])=[O:16])[C:5]2[C:10]([CH3:11])=[N:9][N:8]([CH:12]3[CH2:13][CH2:14]3)[C:6]=2[N:7]=1 |f:1.2|. Yields the product ClC=1C=C(C2=C(N1)N(N=C2C)C2CC2)C(=O)O (6-chloro-1-cyclopropyl-3-methyl-1H-pyrazolo[3,4-b]pyridine-4-carboxylic acid). The solvent is C(C)O (ethanol).